This data is from the Open Reaction Database (ORD), a public repository of structured organic reaction records. The task is: describe an organic reaction: reactants, conditions, products, and yield Starting materials: C(C)O (ethanol), C(C)(=O)O (acetic acid), [Br-].[Br-].[Br-].[NH+]1=CC=CC=C1.[NH+]1=CC=CC=C1.[NH+]1=CC=CC=C1 (pyridinium tribromide), C(C)(=O)O (acetic acid), FC=1C=C(C=C(C1)F)C1=C2C=CNC2=CC=C1 (4-(3,5-difluoro-phenyl)-1H-indole). Reagents/catalysts: [Zn] (Zinc). The solvent is CC(C)(C)O (t-BuOH). Conditions: time 3 hour. Yields the product FC=1C=C(C=C(C1)F)C1=C2CC(NC2=CC=C1)=O (4-(3,5-difluoro-phenyl)-1,3-dihydro-indol-2-one). Yield: 68.0%. As a reaction SMILES: [F:1][C:2]1[CH:3]=[C:4]([C:9]2[CH:17]=[CH:16][CH:15]=[C:14]3[C:10]=2[CH:11]=[CH:12][NH:13]3)[CH:5]=[C:6]([F:8])[CH:7]=1.C([OH:20])C.C(O)(=O)C.[Br-].[Br-].[Br-].[NH+]1C=CC=CC=1.[NH+]1C=CC=CC=1.[NH+]1C=CC=CC=1>CC(O)(C)C.[Zn]>[F:1][C:2]1[CH:3]=[C:4]([C:9]2[CH:17]=[CH:16][CH:15]=[C:14]3[C:10]=2[CH2:11][C:12](=[O:20])[NH:13]3)[CH:5]=[C:6]([F:8])[CH:7]=1 |f:3.4.5.6.7.8|. Procedure: To the suspension of 4-(3,5-difluoro-phenyl)-1H-indole (13.52 g, 59 mmol) in t-BuOH: ethanol: acetic acid (375 mL: 225 mL: 115 mL) was added pyridinium tribromide (57 g, 177 mmol) portionwise. The mixture was stirred at room temperature for 3 hours, and then to the mixture was added with acetic acid (286 mL). Zinc dust (19.25 g, 295 mmol) was added to the reaction mixture portionwise. After stirring for one hour, any unreacted zinc was filtered off and most of the solvent was removed under reduc... Reactants: NCCCCCCCCNC(OC(C)(C)C)=O (tert-butyl 8-aminooctylcarbamate), N1=C(C=CC=C1)C=O (2-pyridinecarboxaldehyde), [BH-](OC(=O)C)(OC(=O)C)OC(=O)C.[Na+] (NaBH(OAc)3), C(C=O)(=O)OC(C)(C)C (tert-butyl glyoxalate). Run in ClCCCl (DCE), CC(=O)O (AcOH). Run at temperature 0 celsius, time 8 hour. Product: C(C)(C)(C)OC(=O)NCCCCCCCCN(CC(=O)OC(C)(C)C)CC1=NC=CC=C1 (tert-butyl 2-((8-(tert-butoxycarbonylamino)octyl)(pyridin-2-ylmethyl)amino)acetate). The yield is 57.7%. RXN SMILES: [NH2:1][CH2:2][CH2:3][CH2:4][CH2:5][CH2:6][CH2:7][CH2:8][CH2:9][NH:10][C:11](=[O:17])[O:12][C:13]([CH3:16])([CH3:15])[CH3:14].[N:18]1[CH:23]=[CH:22][CH:21]=[CH:20][C:19]=1[CH:24]=O.[BH-](OC(C)=O)(OC(C)=O)OC(C)=O.[Na+].[C:40]([O:44][C:45]([CH3:48])([CH3:47])[CH3:46])(=[O:43])[CH:41]=O>ClCCCl.CC(O)=O>[C:13]([O:12][C:11]([NH:10][CH2:9][CH2:8][CH2:7][CH2:6][CH2:5][CH2:4][CH2:3][CH2:2][N:1]([CH2:24][C:19]1[CH:20]=[CH:21][CH:22]=[CH:23][N:18]=1)[CH2:41][C:40]([O:44][C:45]([CH3:48])([CH3:47])[CH3:46])=[O:43])=[O:17])([CH3:14])([CH3:16])[CH3:15] |f:2.3|. Reported procedure: A solution of tert-butyl 8-aminooctylcarbamate (1.61 g, 6.588 mmol), 2-pyridinecarboxaldehyde (0.63 mL, 6.588 mmol) and AcOH (0.10 mL) in DCE (30 mL) was heated at 75° C. for 30 min under nitrogen. The reaction mixture was cooled to 0° C., and treated sequentially with NaBH(OAc)3 (3.708 g, 17.5 mmol) and tert-butyl glyoxalate (1.53 g)1. The reaction mixture was stirred at room temperature overnight and quenched with water. The reaction mixture was then extracted with DCM and the organic layers w... The reactants are CC#N, FC(F)(F)CN=C=S, Nc1ccnc(CCCCc2c[nH]cn2)n1. Yields the product NC(=NCC(F)(F)F)Nc1ccnc(CCCCc2c[nH]cn2)n1. As a reaction SMILES: [CH3:25][C:26]#[N:27].[F:1][C:2]([CH2:3][N:4]=[C:5]=[S:6])([F:7])[F:8].[NH2:9][c:10]1[n:11][c:12]([CH2:16][CH2:17][CH2:18][CH2:19][c:20]2[n:21][cH:22][nH:23][cH:24]2)[n:13][cH:14][cH:15]1>>[F:1][C:2]([CH2:3][N:4]=[C:5]([NH:9][c:10]1[n:11][c:12]([CH2:16][CH2:17][CH2:18][CH2:19][c:20]2[n:21][cH:22][nH:23][cH:24]2)[n:13][cH:14][cH:15]1)[NH2:27])([F:7])[F:8]. Reactants: [N+](=O)([O-])C(CCC=O)([N+](=O)[O-])[N+](=O)[O-] (4,4,4-trinitrobutaldehyde), [BH4-].[Na+] (NaBH4). The solvent is CO (methanol). Reaction conditions: time 8 hour. Product: [N+](=O)([O-])C(CCCO)([N+](=O)[O-])[N+](=O)[O-] (4,4,4-trinitro-1-Butanol). Yield: 62.5%. As a reaction SMILES: [N+:1]([C:4]([N+:12]([O-:14])=[O:13])([N+:9]([O-:11])=[O:10])[CH2:5][CH2:6][CH:7]=[O:8])([O-:3])=[O:2].[BH4-].[Na+]>CO>[N+:1]([C:4]([N+:9]([O-:11])=[O:10])([N+:12]([O-:14])=[O:13])[CH2:5][CH2:6][CH2:7][OH:8])([O-:3])=[O:2] |f:1.2|. Reported procedure: Crude 4,4,4-trinitrobutaldehyde (878 g, 4.24 mol) was dissolved in methanol (1000 ml) and cooled in an ice bath while NaBH4 (130.7 g, 3.44 mol) was added portion-wise. The mixture was stirred at room temperature overnight under a nitrogen purge which removed much of the solvent. The thick suspension was hydrolyzed with 6 N HCl (approx. 41) and the product extracted with CH2Cl2 (3×1000 ml). The extracts were washed with water (1000 ml), saturated NaHCO3 (2×1000 ml), and water (1000 ml). The produ... Reactants: COC(COCC1=CC=CC=C1)=O (methyl(benzyloxy)acetate), C(C(=O)OC)(=O)OC (dimethyl oxalate), [Li+].CC(C)[N-]C(C)C (LDA). Run in C1CCOC1 (THF). The product is C(C1=CC=CC=C1)OC(C(=O)OC)C(C(=O)OC)=O (Dimethyl 2-(benzyloxy)-3-oxosuccinate). RXN SMILES: [CH3:1][O:2][C:3](=[O:13])[CH2:4][O:5][CH2:6][C:7]1[CH:12]=[CH:11][CH:10]=[CH:9][CH:8]=1.[C:14](OC)(=[O:19])[C:15]([O:17][CH3:18])=[O:16].[Li+].CC([N-]C(C)C)C>C1COCC1>[CH2:6]([O:5][CH:4]([C:14](=[O:19])[C:15]([O:17][CH3:18])=[O:16])[C:3]([O:2][CH3:1])=[O:13])[C:7]1[CH:12]=[CH:11][CH:10]=[CH:9][CH:8]=1 |f:2.3|. Reported procedure: A solution of methyl(benzyloxy)acetate (1 eq) and dimethyl oxalate (1.2 eq) in dry THF was cooled to −78° C. and LDA (2M in THF-heptane, 1.2 eq) was added dropwise. After stirring for an hour the cold bath was removed, and stirring was continued for an additional hour. The reaction was quenched at 0° C. by pouring into cold 1N aq HCl, and the aqueous phase was extracted with EtOAc; the organic layer was washed with brine, dried and concentrated to give a crude that was used without further purif... Starting materials: C(#C)C(C(=O)OC)(O)C1=CC=CC=C1 (Methyl α-ethynyl-α-phenylglycolate), CN1CC(CCC1)O (1-Methyl-3-piperidinol), [Na] (sodium), product, CCCCCCC (n-heptane). The solvent is CO (methanol). Product: C(#C)C(C(=O)OC1CN(CCC1)C)(O)C1=CC=CC=C1 (1-Methyl-3-piperidyl α-Ethynyl-α-phenylglycolate). As a reaction SMILES: [CH3:1][N:2]1[CH2:7][CH2:6][CH2:5][CH:4]([OH:8])[CH2:3]1.[Na].CCCCCCC.[C:17]([C:19]([C:25]1[CH:30]=[CH:29][CH:28]=[CH:27][CH:26]=1)([OH:24])[C:20](OC)=[O:21])#[CH:18]>CO>[C:17]([C:19]([C:25]1[CH:30]=[CH:29][CH:28]=[CH:27][CH:26]=1)([OH:24])[C:20]([O:8][CH:4]1[CH2:5][CH2:6][CH2:7][N:2]([CH3:1])[CH2:3]1)=[O:21])#[CH:18] |^1:8|. Procedure details: 1-Methyl-3-piperidinol (3.5 g., 0.03 mole) and a small piece of sodium (~0.05 g.) were refluxed in 150 ml. of n-heptane for about 1 hour in a flask equipped with a small distilling head. Methyl α-ethynyl-α-phenylglycolate (4.0 g., 0.02 mole) was then added intermittently over a one hour period with the temperature of the reaction mixture maintained at 90°. The reaction mixture was heated at 90°-95° for three hours during which time very little methanol was collected. The reaction mixture was sub...